This data is from the Open Reaction Database (ORD), a public repository of structured organic reaction records. The task is: describe an organic reaction: reactants, conditions, products, and yield Reactants: N (ammonia), C(CCC)C1=CC(=CC(N1)=O)C(=O)OC (6-Butyl-4-methoxycarbonyl-2-oxo-1,2-dihydropyridine), N (ammonia). Run in C(C)O (ethanol). Product: C(CCC)C1=CC(=CC(N1)=O)C(N)=O (6-Butyl-4-carbamoyl-2-oxo-1,2-dihydropyridine). As a reaction SMILES: [CH2:1]([C:5]1[NH:10][C:9](=[O:11])[CH:8]=[C:7]([C:12]([O:14]C)=O)[CH:6]=1)[CH2:2][CH2:3][CH3:4].[NH3:16]>C(O)C>[CH2:1]([C:5]1[NH:10][C:9](=[O:11])[CH:8]=[C:7]([C:12](=[O:14])[NH2:16])[CH:6]=1)[CH2:2][CH2:3][CH3:4]. Procedure: 3 g (14.3mmol) of the compound from Example 1 are heated for a few minutes in 10 ml of ethanol and 20 ml of conc. ammonia. A further 5 ml of conc. ammonia are then added three times each and the mixture is again briefly heated to boiling. After cooling, the precipitate is filtered off with suction and dried over P2O5 in vacuo. Reactants: CCCCCCCCCCCCCCCCOC(C)C(O)CO, CN(C)C=O, ClCc1ccccc1, [H-], [Na+]. Yields the product CCCCCCCCCCCCCCCCOC(C)C(O)COCc1ccccc1. As a reaction SMILES: [CH2:1]([CH2:2][CH2:3][CH2:4][CH2:5][CH2:6][CH2:7][CH2:8][CH2:9][CH2:10][CH2:11][CH2:12][CH2:13][CH2:14][CH2:15][CH3:16])[O:17][CH:18]([CH:19]([CH2:20][OH:21])[OH:22])[CH3:23].[CH3:34][N:35]([CH3:36])[CH:37]=[O:38].[Cl:26][CH2:27][c:28]1[cH:29][cH:30][cH:31][cH:32][cH:33]1.[H-:24].[Na+:25]>>[CH2:1]([CH2:2][CH2:3][CH2:4][CH2:5][CH2:6][CH2:7][CH2:8][CH2:9][CH2:10][CH2:11][CH2:12][CH2:13][CH2:14][CH2:15][CH3:16])[O:17][CH:18]([CH:19]([CH2:20][O:21][CH2:27][c:28]1[cH:29][cH:30][cH:31][cH:32][cH:33]1)[OH:22])[CH3:23]. Reactants: OC1=CC=C(C=O)C=C1 (4-Hydroxybenzaldehyde), C([O-])([O-])=O.[K+].[K+] (potassium carbonate), C(CCCCCCCCCCC)Br (dodecyl bromide), C1COCCOCCOCCOCCOCCO1 (18-crown-6). The solvent is CC(=O)C (acetone). Yields the product C(CCCCCCCCCCC)OC1=CC=C(C=O)C=C1 (4-Dodecyloxybenzaldehyde). Yield: 85.4%. Reaction SMILES: [OH:1][C:2]1[CH:9]=[CH:8][C:5]([CH:6]=[O:7])=[CH:4][CH:3]=1.C(=O)([O-])[O-].[K+].[K+].[CH2:16](Br)[CH2:17][CH2:18][CH2:19][CH2:20][CH2:21][CH2:22][CH2:23][CH2:24][CH2:25][CH2:26][CH3:27].C1OCCOCCOCCOCCOCCOC1>CC(C)=O>[CH2:27]([O:1][C:2]1[CH:9]=[CH:8][C:5]([CH:6]=[O:7])=[CH:4][CH:3]=1)[CH2:26][CH2:25][CH2:24][CH2:23][CH2:22][CH2:21][CH2:20][CH2:19][CH2:18][CH2:17][CH3:16] |f:1.2.3|. Procedure details: 4-Hydroxybenzaldehyde (5.0 g, 41 mmol, 1.0 equiv.), potassium carbonate (8.5 g, 61 mmol, 1.5 equiv.), dodecyl bromide (12.3 g, 49.2 mmol, 1.20 equiv.), and 18-crown-6 (1.0 g, 4.1 mmol, 0.10 equiv.) were placed in a flask with a magnetic stirring bar and a cooling column, and dissolved in 50 ml of acetone. The mixture was refluxed for 24 h. After cooling down, the mixture was filtered and concentrated in vacuo. The crude product was subjected to a column chromatography using CH2Cl2 to afford the ... Starting materials: A1, amide, C(C)S(=O)(=O)CCN(C(CC1=CC(=C(C=C1)F)C(F)(F)F)=O)[C@H](C)C=1N(C(C2=C(N1)N=CC=C2)=O)C2=CC=C(C=C2)OCC(F)(F)F ((R)—N-(2-Ethanesulfonyl-ethyl)-2-(4-fluoro-3-trifluoromethyl-phenyl)-N-(1-{4-oxo-3-[4-(2,2,2-trifluoro-ethoxy)-phenyl]-3,4-dihydro-pyrido[2,3-d]pyrimidin-2-yl}-ethyl)-acetamide), C(=C)S(=O)(=O)CC (ethyl vinyl sulfone). The product is FC1=C(C=C(C=C1)CC(=O)N([C@H](C)C=1N(C(C2=C(N1)N=CC=C2)=O)C2=CC=C(C=C2)OCC(F)(F)F)CCS(=O)(=O)C)C(F)(F)F ((R)-2-(4-fluoro-3-trifluoromethyl-phenyl)-N-(2-methanesulfonyl-ethyl)-N-(1-{4-oxo-3-[4-(2,2,2-trifluoro-ethoxy)-phenyl]-3,4-dihydro-pyrido[2,3-d]pyrimidin-2-yl}-ethyl)-acetamide). RXN SMILES: [CH2:1]([S:3]([CH2:6][CH2:7][N:8]([C@@H:23]([C:25]1[N:26]([C:36]2[CH:41]=[CH:40][C:39]([O:42][CH2:43][C:44]([F:47])([F:46])[F:45])=[CH:38][CH:37]=2)[C:27](=[O:35])[C:28]2[CH:34]=[CH:33][CH:32]=[N:31][C:29]=2[N:30]=1)[CH3:24])[C:9](=[O:22])[CH2:10][C:11]1[CH:16]=[CH:15][C:14]([F:17])=[C:13]([C:18]([F:21])([F:20])[F:19])[CH:12]=1)(=[O:5])=[O:4])C.C(S(CC)(=O)=O)=C>>[F:17][C:14]1[CH:15]=[CH:16][C:11]([CH2:10][C:9]([N:8]([CH2:7][CH2:6][S:3]([CH3:1])(=[O:4])=[O:5])[C@@H:23]([C:25]2[N:26]([C:36]3[CH:37]=[CH:38][C:39]([O:42][CH2:43][C:44]([F:47])([F:46])[F:45])=[CH:40][CH:41]=3)[C:27](=[O:35])[C:28]3[CH:34]=[CH:33][CH:32]=[N:31][C:29]=3[N:30]=2)[CH3:24])=[O:22])=[CH:12][C:13]=1[C:18]([F:21])([F:19])[F:20]. Procedure: Compound B2 was synthesized in two steps from A1 following the previously described synthetic sequence for A3, substituting methyl vinyl sulfone for ethyl vinyl sulfone in the first step. 1H NMR: a mixture of cis/trans amide rotamers in ca. 2.0:1 ratio (400 MHz; CDCl3; T=298 K) δmajor 8.98 (dd, J=4.46, 1.78 Hz, 1H), 8.62 (dd, 7.69, 1.78 Hz, 1H), 7.66 (dd, J=9.71, 3.33 Hz, 1H), 7.10-7.46 (m, 7H), 5.14 (q, J=7.26 Hz, 1H), 4.41 (q, J=7.94 Hz, 2H), 3.64-4.24 (m, 5H), 3.10 (s, 3H), 2.47 (m, 1H), 1.46... The reactants are NC1=C(C(=O)N)C(=CC=C1)C (2-amino-6-methylbenzamide), C(C)OC1=C(C(=O)Cl)C=CC=C1 (2-ethoxybenzoyl chloride). Run in N1=CC=CC=C1 (pyridine). The product is C(C)OC1=C(C(=O)NC2=C(C(=O)N)C(=CC=C2)C)C=CC=C1 (2-(2-Ethoxybenzamido)-6-methylbenzamide). Reaction SMILES: [NH2:1][C:2]1[CH:10]=[CH:9][CH:8]=[C:7]([CH3:11])[C:3]=1[C:4]([NH2:6])=[O:5].[CH2:12]([O:14][C:15]1[CH:23]=[CH:22][CH:21]=[CH:20][C:16]=1[C:17](Cl)=[O:18])[CH3:13]>N1C=CC=CC=1>[CH2:12]([O:14][C:15]1[CH:23]=[CH:22][CH:21]=[CH:20][C:16]=1[C:17]([NH:1][C:2]1[CH:10]=[CH:9][CH:8]=[C:7]([CH3:11])[C:3]=1[C:4]([NH2:6])=[O:5])=[O:18])[CH3:13]. Procedure details: A mixture of 2-amino-6-methylbenzamide (UK Patent Application No 1,276,359; 5.49 g, 0.0365 mol), 2-ethoxybenzoyl chloride (7.67 g, 0.0415 mol) and pyridine (100 ml) was stirred at room temperature for 20 hours. The solvent was then removed by evaporation under vacuum and the residue dissolved in dichloromethane (200 ml). The solution was washed with saturated aqueous sodium carbonate solution (200 ml) and the aqueous phase back-extracted with further dichloromethane (2×100 ml). The organic solut... Starting materials: C(C)C=1C=C(C(C=O)=CC1)O (4-ethylsalicylaldehyde), BrC(C(=O)OC)C (methyl 2-bromopropionate), C([O-])([O-])=O.[K+].[K+] (potassium carbonate), O1CCCC1 (tetrahydrofuran). Yields the product C(=O)C1=C(OC(C(=O)OC)C)C=CC(=C1)CC (methyl 2-(2-formyl-4-ethylphenoxy)propionate). Reaction SMILES: C([C:3]1[CH:4]=[C:5]([OH:11])[C:6](=[CH:9][CH:10]=1)[CH:7]=[O:8])C.Br[CH:13]([CH3:18])[C:14]([O:16][CH3:17])=[O:15].C(=O)([O-])[O-].[K+].[K+].O1CC[CH2:27][CH2:26]1>>[CH:7]([C:6]1[CH:9]=[C:10]([CH2:26][CH3:27])[CH:3]=[CH:4][C:5]=1[O:11][CH:13]([CH3:18])[C:14]([O:16][CH3:17])=[O:15])=[O:8] |f:2.3.4|. Procedure: By the method of Example 1, Step F, 32.33 grams (0.215 mole) of 4-ethylsalicylaldehyde and 35.9 grams (0.215 mole) of methyl 2-bromopropionate was reacted in the presence of 35.7 grams (0.258 mole) of potassium carbonate in 50 mL of tetrahydrofuran, yielding 49.16 grams of methyl 2-(2-formyl-4-ethylphenoxy)propionate. The NMR spectrum was consistent with the proposed spectrum. Starting materials: CC(=O)OC(C)=O, Cc1c(O)cc2c(c1C)NCC2, O=CO. The product is Cc1c(O)cc2c(c1C)N(C=O)CC2. As a reaction SMILES: [CH3:1][C:2](=[O:3])[O:4][C:5](=[O:6])[CH3:7].[CH3:8][c:9]1[c:10]([OH:19])[cH:11][c:12]2[c:16]([c:17]1[CH3:18])[NH:15][CH2:14][CH2:13]2.[CH:20]([OH:21])=[O:22]>>[CH:2](=[O:3])[N:15]1[CH2:14][CH2:13][c:12]2[cH:11][c:10]([OH:19])[c:9]([CH3:8])[c:17]([CH3:18])[c:16]21.